From a dataset of the Open Reaction Database (ORD), a public repository of structured organic reaction records. describe an organic reaction: reactants, conditions, products, and yield The reactants are C=CCC1CC(N)CN1C(=O)OC(C)(C)C, C1COCCO1. Product: CCCC1CC(N)CN1C(=O)OC(C)(C)C. RXN SMILES: [C:1](=[O:2])([O:3][C:4]([CH3:5])([CH3:6])[CH3:7])[N:8]1[CH:9]([CH2:14][CH:15]=[CH2:16])[CH2:10][CH:11]([NH2:13])[CH2:12]1.[O:17]1[CH2:18][CH2:19][O:20][CH2:21][CH2:22]1>>[C:1](=[O:2])([O:3][C:4]([CH3:5])([CH3:6])[CH3:7])[N:8]1[CH:9]([CH2:14][CH2:15][CH3:16])[CH2:10][CH:11]([NH2:13])[CH2:12]1. Reported procedure: A solution of a p-fluorophenol in t-butanol is treated with one equivalent of potassium t-butoxide, followed by the compound of example 35A. The reaction mixture is then refluxed until all epoxide has reacted. The reaction is cooled, diluted with water, and extracted with ethyl acetate. The organic extracts are dried and concentrated. The carbobenzyloxy protecting group is removed by standard hydrogenolysis and the final product purified by chromatography. Reactants: FC1=CC=C(C=C1)O (p-fluorophenol), CC(C)([O-])C.[K+] (potassium t-butoxide), epoxide, CC1CCCC(N1C(=O)OCC1=CC=CC=C1)C1OC1 ((6-Methyl-1-carbobenzyloxy-2-piperidyl)oxirane). Yields the product CC1NC(CCC1)C(COC1=CC=C(C=C1)F)O (2-Methyl-6-(2-(4-fluorophenyl)oxy-1-hydroxyethyl)piperidine). Solvent: C(C)(C)(C)O (t-butanol), O (water). Reaction SMILES: [F:1][C:2]1[CH:7]=[CH:6][C:5]([OH:8])=[CH:4][CH:3]=1.CC(C)([O-])C.[K+].[CH3:15][CH:16]1[N:21](C(OCC2C=CC=CC=2)=O)[CH:20]([CH:32]2[CH2:34][O:33]2)[CH2:19][CH2:18][CH2:17]1>C(O)(C)(C)C.O>[CH3:15][CH:16]1[CH2:17][CH2:18][CH2:19][CH:20]([CH:32]([OH:33])[CH2:34][O:8][C:5]2[CH:6]=[CH:7][C:2]([F:1])=[CH:3][CH:4]=2)[NH:21]1 |f:1.2|. Starting materials: CN1C(C(=CC(=C1)[N+](=O)[O-])[N+](=O)[O-])=O (1-methyl-3,5-dinitropyridin-2(1H)-one), C1(CCCCC1)=O (cyclohexanone), N (ammonia). The solvent is CO (methanol). Run at temperature 70 celsius. Yields the product [N+](=O)([O-])C=1C=C2C(=NC1)CCC2 (3-nitro-6,7-dihydro-5H-cyclopenta[b]pyridine). Reaction SMILES: C[N:2]1[CH:7]=[C:6]([N+]([O-])=O)[CH:5]=[C:4]([N+:11]([O-:13])=[O:12])[C:3]1=O.[C:15]1(=O)[CH2:20]CCC[CH2:16]1.N>CO>[N+:11]([C:4]1[CH:5]=[C:6]2[CH2:20][CH2:15][CH2:16][C:7]2=[N:2][CH:3]=1)([O-:13])=[O:12]. Procedure details: A mixture of 1-methyl-3,5-dinitropyridin-2(1H)-one (B) (947 mg, 4.76 mmol), cyclohexanone (0.5 mL, 5.70 mmol) and ammonia solution (1 M) in methanol (50 mL) was heated to 70° C. for 3 h under N2. TLC showed complete consumption of starting material. The reaction mixture was removed in vacuo and extracted with ethyl acetate. The organic part was washed with water and brine. The organic layer was dried over MgSO4 and concentrated under reduced pressure to afford crude which was purified by column ... The product is Cc1cc(C#N)cc(C)c1OCC(C)(C)O[Si](C)(C)C(C)(C)C. As a reaction SMILES: [C:22]([CH3:23])([CH3:24])([CH3:25])[Si:26]([CH3:27])([CH3:28])[Cl:29].[O:31]=[CH:32][N:33]([CH3:34])[CH3:35].[OH2:30].[OH:1][C:2]([CH2:3][O:4][c:5]1[c:6]([CH3:14])[cH:7][c:8]([C:9]#[N:10])[cH:11][c:12]1[CH3:13])([CH3:15])[CH3:16].[nH:17]1[cH:18][cH:19][n:20][cH:21]1>>[O:1]([C:2]([CH2:3][O:4][c:5]1[c:6]([CH3:14])[cH:7][c:8]([C:9]#[N:10])[cH:11][c:12]1[CH3:13])([CH3:15])[CH3:16])[Si:26]([C:22]([CH3:23])([CH3:24])[CH3:25])([CH3:27])[CH3:28]. Reactants: CC(C)(C)[Si](C)(C)Cl, CN(C)C=O, O, Cc1cc(C#N)cc(C)c1OCC(C)(C)O, c1c[nH]cn1. Reaction SMILES: [CH2:13]([Cl:14])[Cl:15].[CH3:1][NH2:2].[Cl:3][c:4]1[cH:5][cH:6][c:7]([C:8](=[O:9])[Cl:10])[cH:11][cH:12]1>>[CH3:1][NH:2][C:8]([c:7]1[cH:6][cH:5][c:4]([Cl:3])[cH:12][cH:11]1)=[O:9]. The product is CNC(=O)c1ccc(Cl)cc1. The reactants are ClCCl, CN, O=C(Cl)c1ccc(Cl)cc1. Starting materials: C(C(C)(C)C)(=O)O (pivalic acid), C(=C\C)/[C@@H]1CC[C@H](CC1)[C@@H]1CC[C@H](CC1)/C=C/CO (3E-[trans-4-(trans-4-[1E-propenyl]cyclohexyl)cyclohexyl]allyl alcohol). The reagents and catalysts are CN(C1=CC=NC=C1)C (4-(dimethylamino)pyridine). Run in ClCCl (dichloromethane). Yields the product C(C(C)(C)C)(=O)OC\C=C\[C@@H]1CC[C@H](CC1)[C@@H]1CC[C@H](CC1)\C=C\C (3E-[trans-4-(trans-4-[1E-propenyl]cyclohexyl)cyclohexyl]-allyl pivalate). The yield is 98.4%. Reaction SMILES: [C:1]([OH:7])(=[O:6])[C:2]([CH3:5])([CH3:4])[CH3:3].[CH:8](/[C@H:11]1[CH2:16][CH2:15][C@H:14]([C@H:17]2[CH2:22][CH2:21][C@H:20](/[CH:23]=[CH:24]/[CH2:25]O)[CH2:19][CH2:18]2)[CH2:13][CH2:12]1)=[CH:9]\[CH3:10]>CN(C)C1C=CN=CC=1.ClCCl>[C:1]([O:7][CH2:25]/[CH:24]=[CH:23]/[C@H:20]1[CH2:21][CH2:22][C@H:17]([C@H:14]2[CH2:13][CH2:12][C@H:11](/[CH:8]=[CH:9]/[CH3:10])[CH2:16][CH2:15]2)[CH2:18][CH2:19]1)(=[O:6])[C:2]([CH3:5])([CH3:4])[CH3:3]. Procedure: 0.4 g of pivalic acid, 1.0 g of 3E-[trans-4-(trans-4-[1E-propenyl]cyclohexyl)cyclohexyl]allyl alcohol and 0.1 g of 4-(dimethylamino)pyridine were dissolved in 50 ml of dichloromethane and the solution was treated portionwise within 10 minutes while stirring with 0.9 g of N,N'-dicyclohexylcarodiimide. The mixture was stirred at room temperature overnight and then filtered. The filtrate was diluted with dichloromethane, washed twice with 50 ml of saturated sodium carbonate solution each time and t... Starting materials: S1C=CC2=C1C=CC(=C2)CCOCCC(=O)O (3-[2-(1-benzothiophen-5-yl)ethoxy]propionic acid), S(=O)(Cl)Cl (thionyl chloride), S1C=CC2=C1C=CC(=C2)CCOCCCN2CC(C2)O (1-{3-[2-(1-benzothiophen-5-yl)ethoxy]propyl}-3-azetidinol), [OH-].[Na+] (sodium hydroxide). The solvent is CN(C=O)C (N,N-dimethylformamide), C1(=CC=CC=C1)C (toluene), C(C)(=O)OCC (Ethyl acetate), O (water). Conditions: temperature 15 celsius, time 1 hour. Yields the product S1C=CC2=C1C=CC(=C2)CCOCCC(=O)N2CC(C2)O (3-[2-(1-benzothiophen-5-yl)ethoxy]-1-(3-hydroxy-1-azetidinyl)-1-propanone). The yield is 117.8%. As a reaction SMILES: [S:1]1[C:5]2[CH:6]=[CH:7][C:8]([CH2:10][CH2:11][O:12][CH2:13][CH2:14][C:15]([OH:17])=O)=[CH:9][C:4]=2[CH:3]=[CH:2]1.S(Cl)(Cl)=O.S1C2C=CC(CCOCCC[N:37]3[CH2:40][CH:39]([OH:41])[CH2:38]3)=CC=2C=C1.[OH-].[Na+]>C1(C)C=CC=CC=1.O.C(OCC)(=O)C.CN(C)C=O>[S:1]1[C:5]2[CH:6]=[CH:7][C:8]([CH2:10][CH2:11][O:12][CH2:13][CH2:14][C:15]([N:37]3[CH2:40][CH:39]([OH:41])[CH2:38]3)=[O:17])=[CH:9][C:4]=2[CH:3]=[CH:2]1 |f:3.4|. Procedure: In 12.5 mL of toluene was suspended 5.00 g of 3-[2-(1-benzothiophen-5-yl)ethoxy]propionic acid, and 0.1 mL of N,N-dimethylformamide was added thereto, after which 1.68 mL of thionyl chloride was added dropwise thereto at 15° C. and the resulting mixture was stirred at room temperature for 1 hour. The reaction mixture was added dropwise to a solution of 4.44 g of 3-hydroxyazetidine 1/2 tartrate and 3.76 g of sodium hydroxide in 25 mL of water at 10° C., and stirred at room temperature for 1 hour....